This data is from the Open Reaction Database (ORD), a public repository of structured organic reaction records. The task is: describe an organic reaction: reactants, conditions, products, and yield Starting materials: BrCC1=CC=CC(=N1)CN1N=NC2=C1N=C(N=C2C=2OC=CC2)N (3-(6-bromomethyl-2-pyridylmethyl)-7-(2-furyl)-3H-[1,2,3]triazolo[4,5-d]pyrimidine-5-amine), [C-]#N.[Na+] (sodium cyanide), O (water). Run in CN(C)C=O (DMF). Product: C(#N)CC1=CC=CC(=N1)CN1N=NC2=C1N=C(N=C2C=2OC=CC2)N (3-(6-Cyanomethyl-2-pyridylmethyl)-7-(2-furyl)-3H-[1,2,3]triazolo[4,5-d]pyrimidine-5-amine). Yield: 29.1%. RXN SMILES: Br[CH2:2][C:3]1[N:8]=[C:7]([CH2:9][N:10]2[C:14]3[N:15]=[C:16]([NH2:24])[N:17]=[C:18]([C:19]4[O:20][CH:21]=[CH:22][CH:23]=4)[C:13]=3[N:12]=[N:11]2)[CH:6]=[CH:5][CH:4]=1.[C-:25]#[N:26].[Na+].O>CN(C=O)C>[C:25]([CH2:2][C:3]1[N:8]=[C:7]([CH2:9][N:10]2[C:14]3[N:15]=[C:16]([NH2:24])[N:17]=[C:18]([C:19]4[O:20][CH:21]=[CH:22][CH:23]=4)[C:13]=3[N:12]=[N:11]2)[CH:6]=[CH:5][CH:4]=1)#[N:26] |f:1.2|. Reported procedure: A solution of 3-(6-bromomethyl-2-pyridylmethyl)-7-(2-furyl)-3H-[1,2,3]triazolo[4,5-d]pyrimidine-5-amine (200 mg, 0.517 mmol) and sodium cyanide (51 mg, 1.03 mmol) in DMF (5 mL) was stirred at 60° C. for 16 h, poured into water (40 mL), extracted with EtOAc (3×8 mL), the combined organic phase dried (MgSO4), concentrated in vacuo and purified by chromatography [SiO2;isohexane:EtOAc (1:1)] to give title compound (50 mg, 26%) as a yellow solid. The reactants are BrCc1cccc(Br)n1, CS(C)=O, [N-]=[N+]=[N-], [Na+], O. Product: [N-]=[N+]=NCc1cccc(Br)n1. RXN SMILES: [Br:5][c:6]1[n:7][c:8]([CH2:12][Br:13])[cH:9][cH:10][cH:11]1.[CH3:14][S:15]([CH3:16])=[O:17].[N-:2]=[N+:3]=[N-:4].[Na+:1].[OH2:18]>>[N:2](=[N+:3]=[N-:4])[CH2:12][c:8]1[n:7][c:6]([Br:5])[cH:11][cH:10][cH:9]1. Starting materials: BrC=1C=C2C=NN(C(C2=CC1)=O)CCN(C)C (6-Bromo-2-[2-(dimethyamino)ethyl]phthalazin-1(2H)-one), Cl.CN(CCCl)C (2-(dimethylamino)ethyl chloride hydrochloride), Cl.C(C)(C)N(CCCl)C(C)C (2-(diisopropylamino)ethyl chloride hydrochloride), COC1=CC=C(C=C)C=C1 (4-methoxystyrene), C1(=C(C=CC=C1)P(C1=C(C=CC=C1)C)C1=C(C=CC=C1)C)C (tri(o-tolyl)phosphine). The reagents and catalysts are C(C)(=O)[O-].[Pd+2].C(C)(=O)[O-] (palladium acetate). The solvent is C(C)(C)O (isopropanol), C(C)#N (acetonitrile), CS(=O)C (DMSO). Run at temperature 60 celsius. Product: Br.COC1=CC=C(C=C1)/C=C/C=1C=C2C=NN(C(C2=CC1)=O)CCN(C)C (Trans-6-[2-(4-methoxyphenyl)ethenyl]-2-[2-(dimethylamino)ethyl]-phthalazin-1(2H)-one hydrobromide). RXN SMILES: [Br:1][C:2]1[CH:3]=[C:4]2[C:9](=[CH:10][CH:11]=1)[C:8](=[O:12])[N:7]([CH2:13][CH2:14][N:15]([CH3:17])[CH3:16])[N:6]=[CH:5]2.Cl.CN(C)CCCl.Cl.C(N(C(C)C)CCCl)(C)C.[CH3:36][O:37][C:38]1[CH:45]=[CH:44][C:41]([CH:42]=[CH2:43])=[CH:40][CH:39]=1.C1(C)C=CC=CC=1P(C1C=CC=CC=1C)C1C=CC=CC=1C>C(O)(C)C.C([O-])(=O)C.[Pd+2].C([O-])(=O)C.C(#N)C.CS(C)=O>[BrH:1].[CH3:36][O:37][C:38]1[CH:45]=[CH:44][C:41](/[CH:42]=[CH:43]/[C:2]2[CH:3]=[C:4]3[C:9](=[CH:10][CH:11]=2)[C:8](=[O:12])[N:7]([CH2:13][CH2:14][N:15]([CH3:17])[CH3:16])[N:6]=[CH:5]3)=[CH:40][CH:39]=1 |f:1.2,3.4,8.9.10,13.14|. Procedure details: 6-Bromo-2-[2-(dimethyamino)ethyl]phthalazin-1(2H)-one (7.2 gm, 0.018 mole) (prepared as in Example I, except that 2-(dimethylamino)ethyl chloride hydrochloride was substituted for the 2-(diisopropylamino)ethyl chloride hydrochloride) was stirred into 16 ml DMSO plus 16 ml acetonitrile. To the resulting mixture was added 4.5 gm 4-methoxystyrene (0.033 mole), 0.1 gm tri(o-tolyl)phosphine, and 0.02 gm palladium acetate. The reaction mixture was stirred at reflux (95°-100° C.) for 24 hours. Allowed ... Reactants: [N+](=O)([O-])C1=C(C=CC=C1)NC(C1=CC=C(C=C1)NC(C(C)C)=O)=O (N-(2'-nitrophenyl)-4-isobutyrylaminobenzamide). Reported procedure: 13.1 g (40 mMole) N-(2'-nitrophenyl)-4-isobutyrylaminobenzamide are hydrogenated under standard conditions in 400 mL tetrahydrofuran in the presence of 10% palladium charcoal. After concentrating the solvent to 120 mL, the precipitated crystals are filtered off with suction. Yield 10.2 g (86% of theory); m.p. 247.6° C. Run in O1CCCC1 (tetrahydrofuran). As a reaction SMILES: [N+:1]([C:4]1[CH:9]=[CH:8][CH:7]=[CH:6][C:5]=1[NH:10][C:11](=[O:24])[C:12]1[CH:17]=[CH:16][C:15]([NH:18][C:19](=[O:23])[CH:20]([CH3:22])[CH3:21])=[CH:14][CH:13]=1)([O-])=O>O1CCCC1.[Pd]>[C:19]([NH:18][C:15]1[CH:16]=[CH:17][C:12]([C:11]([NH:10][C:5]2[CH:6]=[CH:7][CH:8]=[CH:9][C:4]=2[NH2:1])=[O:24])=[CH:13][CH:14]=1)(=[O:23])[CH:20]([CH3:22])[CH3:21]. Product: C(C(C)C)(=O)NC1=CC=C(C(=O)NC2=C(C=CC=C2)N)C=C1 (4-Isobutyrylamino N (2'-aminophenyl) benzamide). Reagents/catalysts: [Pd] (palladium charcoal). Starting materials: FC1(CC(CCC1)CNC(=O)C=1C=2C=CC(=NC2C=CC1Cl)Cl)F (2,6-dichloro-quinoline-5-carboxylic acid (3,3-difluoro-cyclohexylmethyl)-amide), CCN(C(C)C)C(C)C (DIPEA), N1CC(CC1)CO (pyrrolidin-3-ylmethanol). The product is FC1(CC(CCC1)CNC(=O)C=1C=2C=CC(=NC2C=CC1Cl)N1CC(CC1)CO)F (6-Chloro-2-(3-hydroxymethylpyrrolidin-1-yl)-quinoline-5-carboxylic acid (3,3-difluoro-cyclohexylmethyl)-amide). As a reaction SMILES: [F:1][C:2]1([F:24])[CH2:7][CH2:6][CH2:5][CH:4]([CH2:8][NH:9][C:10]([C:12]2[C:13]3[CH:14]=[CH:15][C:16](Cl)=[N:17][C:18]=3[CH:19]=[CH:20][C:21]=2[Cl:22])=[O:11])[CH2:3]1.CCN(C(C)C)C(C)C.[NH:34]1[CH2:38][CH2:37][CH:36]([CH2:39][OH:40])[CH2:35]1>>[F:1][C:2]1([F:24])[CH2:7][CH2:6][CH2:5][CH:4]([CH2:8][NH:9][C:10]([C:12]2[C:13]3[CH:14]=[CH:15][C:16]([N:34]4[CH2:38][CH2:37][CH:36]([CH2:39][OH:40])[CH2:35]4)=[N:17][C:18]=3[CH:19]=[CH:20][C:21]=2[Cl:22])=[O:11])[CH2:3]1. Procedure details: The title compound was synthesized according to the procedure described in example 1 using 2,6-dichloro-quinoline-5-carboxylic acid (3,3-difluoro-cyclohexylmethyl)-amide, DIPEA and pyrrolidin-3-ylmethanol. 1H NMR (400 MHz, DMSO-d6) δ ppm 8.72 (1H), 7.75 (m, 1H), 7.55 (2H), 7.05 (1H), 4.73 (1H), 3.65 (m, 2H), 3.50 (m, 3H), 3.26 (m, 2H), 2.44 (m, 2H), 2.06 (m, 2H), 1.85 (m, 2H), 1.74-1.76 (m, 5H), 1.27-1.32 (m, 2H). m/z: 438 [M+H] Starting materials: COc1cc2c(cn1)Oc1ccc(Br)cc1C21COCC(N)=N1, Br, CC(=O)O, [Na+], [OH-], O. Yields the product NC1=NC2(COC1)c1cc(Br)ccc1Oc1cnc(O)cc12. As a reaction SMILES: [Br:1][c:2]1[cH:3][c:4]2[c:15]([cH:16][cH:17]1)[O:14][c:7]1[c:6]([cH:11][c:10]([O:12][CH3:13])[n:9][cH:8]1)[C:5]21[CH2:18][O:19][CH2:20][C:21]([NH2:23])=[N:22]1.[BrH:28].[C:24]([OH:25])(=[O:26])[CH3:27].[Na+:31].[OH-:30].[OH2:29]>>[Br:1][c:2]1[cH:3][c:4]2[c:15]([cH:16][cH:17]1)[O:14][c:7]1[c:6]([cH:11][c:10]([OH:12])[n:9][cH:8]1)[C:5]21[CH2:18][O:19][CH2:20][C:21]([NH2:23])=[N:22]1. Starting materials: CN1CCOCC1 (N-methylmorpholine), N([C@@H](C)C(=O)N[C@H](CCC(O)=O)C(=O)OC)C(=O)OC(C)(C)C (Boc-L-Ala-D-Glu(OH)OMe), N([C@@H](C)C(=O)N[C@H](CC(C(O)=O)ON1C(=O)CCC1=O)C(=O)OCC1=CC=CC=C1)C(=O)OCC1=CC=CC=C1 (Z-L-Ala-D-Glu(γ-OSu)OBzl), ClC1=CC=C(C=C1)S(=O)(=O)ON1N=NC2=C1C=C(C=C2)Cl (1-(4-chlorobenzenesulfonyloxy)-6-chlorobenzotriazole). Run in C(Cl)Cl (methylene chloride). Reaction conditions: time 2 day. Yields the product N([C@H](C)C(=O)ON1C(=O)CCC1=O)C(=O)OC(C)(C)C (Boc-D-Ala-OSu). Isolated yield 155.7%. As a reaction SMILES: [NH:1]([C:17]([O:19][C:20]([CH3:23])([CH3:22])[CH3:21])=[O:18])[C@H:2]([C:4](N[C@@H](C(OC)=O)CCC(=O)O)=[O:5])[CH3:3].N(C(OCC1C=CC=CC=1)=O)[C@H](C(N[C@@H](C(OCC1C=CC=CC=1)=O)CC(O[N:37]1[C:42](=[O:43])[CH2:41][CH2:40][C:38]1=[O:39])C(=O)O)=O)C.ClC1C=CC(S(ON2C3C=C(Cl)C=CC=3N=N2)(=O)=[O:72])=CC=1.CN1CCOCC1>C(Cl)Cl>[NH:1]([C:17]([O:19][C:20]([CH3:21])([CH3:22])[CH3:23])=[O:18])[C@@H:2]([C:4]([O:5][N:37]1[C:42](=[O:43])[CH2:41][CH2:40][C:38]1=[O:39])=[O:72])[CH3:3]. Reported procedure: To a mixture of Boc-L-Ala-D-Glu(OH)OMe (1) (1.94 g), L-Lys(ε-Z)-GlyOEt (2)(1.67 g) and 1-(4-chlorobenzenesulfonyloxy)-6-chlorobenzotriazole (1.72 g) in methylene chloride (100 ml) was added N-methylmorpholine (1.01 g) and the mixture was stirred for 2 days at room temperature. The reaction mixture was washed sccessively with 5% aqueous sodium bicarbonate, water, 5% hydrochloric acid and water and dried over magnesium sulfate. After evaporation of the solvent, the resulting crystalline mass was f... The reactants are ClC1=CC=C(C(=O)C2=CC=C(CBr)C=C2)C=C1 (4-(4-chlorobenzoyl)benzyl bromide), [N-]=[N+]=[N-].[Na+] (sodium azide). The solvent is C(C)O (ethanol). Conditions: time 16 hour. Yields the product 3.63, ClC1=CC=C(C(=O)C2=CC=C(CN=[N+]=[N-])C=C2)C=C1 (4-(4-chlorobenzoyl)benzyl azide). Yield: 95.0%. As a reaction SMILES: [Cl:1][C:2]1[CH:17]=[CH:16][C:5]([C:6]([C:8]2[CH:15]=[CH:14][C:11]([CH2:12]Br)=[CH:10][CH:9]=2)=[O:7])=[CH:4][CH:3]=1.[N-:18]=[N+:19]=[N-:20].[Na+]>C(O)C>[Cl:1][C:2]1[CH:17]=[CH:16][C:5]([C:6]([C:8]2[CH:15]=[CH:14][C:11]([CH2:12][N:18]=[N+:19]=[N-:20])=[CH:10][CH:9]=2)=[O:7])=[CH:4][CH:3]=1 |f:1.2|. Reported procedure: A mixture of 4-(4-chlorobenzoyl)benzyl bromide (4.36 g, 14.1 mmol) and sodium azide (1.32 g, 20.3 mmol) in ethanol (40 ml) was refluxed 5 hours, cooled to ambient temperature, and stirred 16 hours. The mixture was filtered and the solids were washed twice with ethanol and once with diethyl ether. The combined filtrate and washes were evaporated under vacuum to provide 3.63 (95%) of 4-(4-chlorobenzoyl)benzyl azide, m.p. 71°-73° C.